This data is from the Open Reaction Database (ORD), a public repository of structured organic reaction records. The task is: describe an organic reaction: reactants, conditions, products, and yield The reactants are CC(C(=O)OC)[C@@H](CC)OC(CCCCCCCCCCC)=O (methyl (3R)-2-methyl-3-dodecanoyloxypentanoate), CO (methanol), S(O)(O)(=O)=O (sulfuric acid). Solvent: O (water). Product: CC(C(=O)OC)[C@@H](CC)O (methyl (3R)-2-methyl-3-hydroxypentanoate). Isolated yield 38.5%. RXN SMILES: [CH3:1][CH:2]([C@H:7]([O:10]C(=O)CCCCCCCCCCC)[CH2:8][CH3:9])[C:3]([O:5][CH3:6])=[O:4].CO.S(=O)(=O)(O)O>O>[CH3:1][CH:2]([C@H:7]([OH:10])[CH2:8][CH3:9])[C:3]([O:5][CH3:6])=[O:4]. Procedure details: A mixture of 3.5 g of methyl (3R)-2-methyl-3-dodecanoyloxypentanoate, 12 ml of methanol and 0.5 ml of concentrated sulfuric acid was refluxed for 8 hours, and 20 ml of water was added thereto followed by ether extraction. The ether phase was dried over anhydrous sodium sulfate and ether was distilled away, and then the residue was distilled to give 0.6 g of methyl (3R)-2-methyl-3-hydroxypentanoate of the following formula, b.p. 52.5° C. (2.5 mm Hg), [α]D30 =-10.7° (C=0.61, CHCl3). ##STR82## Starting materials: CN(C=O)C (dimethylformamide), C(CCC=C)C1=CC=C(C=C1)Br (4-(4-pentenyl)-bromobenzene), C(CCC)[Li] (n-butyl lithium), C(=O)=O.CC(=O)C (dry-ice acetone). The solvent is O (water), O1CCCC1 (tetrahydrofuran), CCCCCC (n-hexane). Run at time 15 minute. The product is C(CCC=C)C1=CC=C(C=O)C=C1 (4-(4-pentenyl)benzaldehyde). RXN SMILES: [CH2:1]([C:6]1[CH:11]=[CH:10][C:9](Br)=[CH:8][CH:7]=1)[CH2:2][CH2:3][CH:4]=[CH2:5].C([Li])CCC.[C:18](=O)=[O:19].CC(C)=O.CN(C)C=O>O1CCCC1.CCCCCC.O>[CH2:1]([C:6]1[CH:11]=[CH:10][C:9]([CH:18]=[O:19])=[CH:8][CH:7]=1)[CH2:2][CH2:3][CH:4]=[CH2:5] |f:2.3|. Procedure: To a solution of 1.13 g of 4-(4-pentenyl)-bromobenzene in 20 ml of tetrahydrofuran wa added dropwise 4 ml of 1.5 M n-butyl lithium in n-hexane with dry-ice - acetone cooling, and the mixture was stirred for 15 minutes. To the reaction mixture was added 0.58 ml of dimethylformamide and stirred for an hour. Then the reaction mixture, after addition of 50 ml of water, was extracted with ether. The organic layer was washed with water and dried. Evaporation of the solvent under reduced pressure gave ... Procedure details: NaH (78 mg, 1.95 mmol, 60% disp.) was added to a stirring solution of [(1S,2S)-2-(5-methoxypyridin-2-yl)cyclopropyl]methanol (S,S-DD3, ent2) (350 mg, 1.953 mmol) and 5-bromo-2,4-dichloropyrimidine (445 mg, 1.953 mmol) in THF (9.77 mL). The reaction mixture was stirred at room temperature for 1 hour, and then quenched by dropwise addition of saturated aqueous NaHCO3. The reaction mixture was diluted with EtOAc (50 mL), and washed with saturated aqueous NaHCO3 (50 mL) and brine (50 mL). The organi... Run at time 1 hour. Reaction SMILES: [H-].[Na+].[CH3:3][O:4][C:5]1[CH:6]=[CH:7][C:8]([C@H:11]2[CH2:13][C@@H:12]2[CH2:14][OH:15])=[N:9][CH:10]=1.[Br:16][C:17]1[C:18](Cl)=[N:19][C:20](Cl)=[N:21][CH:22]=1.[CH2:25]1COCC1>>[Br:16][C:17]1[C:18]([O:15][CH2:14][C@H:12]2[CH2:13][C@@H:11]2[C:8]2[CH:7]=[CH:6][C:5]([O:4][CH3:3])=[CH:10][N:9]=2)=[N:19][C:20]([CH3:25])=[N:21][CH:22]=1 |f:0.1|. Reactants: [H-].[Na+] (NaH), COC=1C=CC(=NC1)[C@@H]1[C@H](C1)CO ([(1S,2S)-2-(5-methoxypyridin-2-yl)cyclopropyl]methanol), BrC=1C(=NC(=NC1)Cl)Cl (5-bromo-2,4-dichloropyrimidine), C1CCOC1 (THF). Yields the product BrC=1C(=NC(=NC1)C)OC[C@@H]1[C@H](C1)C1=NC=C(C=C1)OC (5-bromo-4-{[(1S,2S)-2-(5-methoxypyridin-2-yl)cyclopropyl]methoxy}-2-methylpyrimidine). Reactants: [Li+].[OH-] (LiOH), Cl (HCl), C(C1=CC=CC=C1)OC1=CC=C(C=C1)S(=O)(=O)N1C2C(OC(C1)CC2)=O (5-(4-benzyloxy-benzenesulfonyl)-2-oxa-5-aza-bicyclo[2.2.2]octan-3-one), C1CCOC1 (THF), Cl (HCl). Run in CO (methanol). Run at time 10 minute. Yields the product C(C1=CC=CC=C1)OC1=CC=C(C=C1)S(=O)(=O)N1C(CCC(C1)O)C(=O)O (1-(4-benzyloxy-benzenesulfonyl)-5-hydroxy-piperidine-2-carboxylic acid). RXN SMILES: [CH2:1]([O:8][C:9]1[CH:14]=[CH:13][C:12]([S:15]([N:18]2[CH2:23][CH:22]3[CH2:24][CH2:25][CH:19]2[C:20](=[O:26])[O:21]3)(=[O:17])=[O:16])=[CH:11][CH:10]=1)[C:2]1[CH:7]=[CH:6][CH:5]=[CH:4][CH:3]=1.C1C[O:30]CC1.Cl.[Li+].[OH-]>CO>[CH2:1]([O:8][C:9]1[CH:14]=[CH:13][C:12]([S:15]([N:18]2[CH2:23][CH:22]([OH:21])[CH2:24][CH2:25][CH:19]2[C:20]([OH:30])=[O:26])(=[O:16])=[O:17])=[CH:11][CH:10]=1)[C:2]1[CH:7]=[CH:6][CH:5]=[CH:4][CH:3]=1 |f:3.4|. Procedure details: To a mixture of 5-(4-benzyloxy-benzenesulfonyl)-2-oxa-5-aza-bicyclo[2.2.2]octan-3-one (0.10 g, 0.26 mmol) and 2 mL of THF was added 0.2 mL of 1M aqueous HCl. After stirring for 10 min, 0.15 mL of 12M aqueous HCL was added. After stirring for 30 min, TLC indicated no detectable reaction. The mixture was then treated with 2 mL of saturated aqueous LiOH and 2 mL of methanol. After stirring for 20 min at room temperature, the mixture was acidified with 1M HCl, extracted 3× into ethyl acetate, and th... The reactants are S1C(=CC=C1)C(=O)O (2-thiophenecarboxylic acid), C(C)NCC(C(F)(F)F)(O)CNC1=C2C=NN(C2=CC=C1)C1=CC=C(C=C1)F (3-(ethylamino)-1,1,1-trifluoro-2-({[1-(4-fluorophenyl)-1H-indazol-4-yl]amino}methyl)-2-propanol). Yields the product C(C)N(C(=O)C=1SC=CC1)CC(C(F)(F)F)(O)CNC1=C2C=NN(C2=CC=C1)C1=CC=C(C=C1)F (N-Ethyl-N-[3,3,3-trifluoro-2-({[1-(4-fluorophenyl)-1H-indazol-4-yl]amino}methyl)-2-hydroxypropyl]-2-thiophenecarboxamide). Reaction SMILES: [S:1]1[CH:5]=[CH:4][CH:3]=[C:2]1[C:6]([OH:8])=O.[CH2:9]([NH:11][CH2:12][C:13]([CH2:19][NH:20][C:21]1[CH:29]=[CH:28][CH:27]=[C:26]2[C:22]=1[CH:23]=[N:24][N:25]2[C:30]1[CH:35]=[CH:34][C:33]([F:36])=[CH:32][CH:31]=1)([OH:18])[C:14]([F:17])([F:16])[F:15])[CH3:10]>>[CH2:9]([N:11]([CH2:12][C:13]([CH2:19][NH:20][C:21]1[CH:29]=[CH:28][CH:27]=[C:26]2[C:22]=1[CH:23]=[N:24][N:25]2[C:30]1[CH:31]=[CH:32][C:33]([F:36])=[CH:34][CH:35]=1)([OH:18])[C:14]([F:16])([F:17])[F:15])[C:6]([C:2]1[S:1][CH:5]=[CH:4][CH:3]=1)=[O:8])[CH3:10]. Reported procedure: Prepared similarly to Example 1 from 2-thiophenecarboxylic acid and 3-(ethylamino)-1,1,1-trifluoro-2-({[1-(4-fluorophenyl)-1H-indazol-4-yl]amino}methyl)-2-propanol. The reactants are C(C)OC(=O)C=1NC2=CC=C(C=C2C1C(=C(C(=O)OCC)NC(C)=O)C1=CC=C(C=C1)OC1CCCC1)C1=CC=C(C=C1)C(F)(F)F (3-(2-Acetylamino-1-(4-cyclopentyloxyphenyl)-2-ethoxycarbonylvinyl)-5-(4-trifluoromethylphenyl)indole-2-carboxylic acid ethyl ester), C1CCOC1 (THF). The reagents and catalysts are [Pd] (Pd—C). The solvent is CO (MeOH). The product is C(C)OC(=O)C=1NC2=CC=C(C=C2C1C(C(C(=O)OCC)NC(C)=O)C1=CC=C(C=C1)OC1CCCC1)C1=CC=C(C=C1)C(F)(F)F (3-(2-Acetylamino-1-(4-cyclopentyloxyphenyl)-2-ethoxycarbonylethyl)-5-(4-trifluoromethylphenyl)indole-2-carboxylic acid ethyl ester). RXN SMILES: [CH2:1]([O:3][C:4]([C:6]1[NH:7][C:8]2[C:13]([C:14]=1[C:15]([C:26]1[CH:31]=[CH:30][C:29]([O:32][CH:33]3[CH2:37][CH2:36][CH2:35][CH2:34]3)=[CH:28][CH:27]=1)=[C:16]([NH:22][C:23](=[O:25])[CH3:24])[C:17]([O:19][CH2:20][CH3:21])=[O:18])=[CH:12][C:11]([C:38]1[CH:43]=[CH:42][C:41]([C:44]([F:47])([F:46])[F:45])=[CH:40][CH:39]=1)=[CH:10][CH:9]=2)=[O:5])[CH3:2].C1COCC1>CO.[Pd]>[CH2:1]([O:3][C:4]([C:6]1[NH:7][C:8]2[C:13]([C:14]=1[CH:15]([C:26]1[CH:31]=[CH:30][C:29]([O:32][CH:33]3[CH2:34][CH2:35][CH2:36][CH2:37]3)=[CH:28][CH:27]=1)[CH:16]([NH:22][C:23](=[O:25])[CH3:24])[C:17]([O:19][CH2:20][CH3:21])=[O:18])=[CH:12][C:11]([C:38]1[CH:43]=[CH:42][C:41]([C:44]([F:46])([F:45])[F:47])=[CH:40][CH:39]=1)=[CH:10][CH:9]=2)=[O:5])[CH3:2]. Procedure details: 3-(2-Acetylamino-1-(4-cyclopentyloxyphenyl)-2-ethoxycarbonylvinyl)-5-(4-trifluoromethylphenyl)indole-2-carboxylic acid ethyl ester ('370 mg-, 0.58 mmol; see step (b) above) in MeOH (15 mL) and THF (115 mL) was hydrogenated (rt, 7 bar) over Pd—C (10%, 300 mg) for 6.5 h. The mixture was filtered through Celite® and concentrated to give sub-title compound. Yield 378 mg (1100%) Reactants: CC1(CCCC(N1[O])(C)C)C (TEMPO), CC(CN)C(=O)O (BAIB), OC[C@H]1N(CC2(CC2)C1)C(=O)OC(C)(C)C ((S)-tert-butyl 6-(hydroxymethyl)-5-azaspiro[2.4]heptane-5-carboxylate), OC[C@H]1N(CC2(CC2)C1)C(=O)OC(C)(C)C ((S)-tert-butyl 6-(hydroxymethyl)-5-azaspiro[2.4]heptane-5-carboxylate). The solvent is C(Cl)Cl (DCM), C(Cl)Cl (DCM). Reaction conditions: time 2 hour. Product: C(=O)[C@H]1N(CC2(CC2)C1)C(=O)OC(C)(C)C ((S)-tert-butyl 6-formyl-5-azaspiro[2.4]heptane-5-carboxylate), solid. As a reaction SMILES: [OH:1][CH2:2][C@@H:3]1[CH2:9][C:6]2([CH2:8][CH2:7]2)[CH2:5][N:4]1[C:10]([O:12][C:13]([CH3:16])([CH3:15])[CH3:14])=[O:11].CC1(C)N([O])C(C)(C)CCC1.CC(C(O)=O)CN>C(Cl)Cl>[CH:2]([C@@H:3]1[CH2:9][C:6]2([CH2:7][CH2:8]2)[CH2:5][N:4]1[C:10]([O:12][C:13]([CH3:16])([CH3:15])[CH3:14])=[O:11])=[O:1] |^1:20|. Procedure details: To (S)-tert-butyl 6-(hydroxymethyl)-5-azaspiro[2.4]heptane-5-carboxylate (Intermediate 59, 2.2 g, 9.7 mmol) dissolved in 10 ml of DCM, TEMPO (306 mg, 1.9 mmol) and BAIB (3.43 mg, 10.6 mmol) were added. After 2 hours at 25° C., the reaction is diluted with DCM (150 ml), washed with an aqueous solution of Na2S2O3 then with water, dried (Na2SO4) and evaporated to obtain a crude that was purified by silica gel chromatography (petroleum ether to petroleum ether/ethylacetate 95/5). (S)-tert-butyl 6-fo... The reactants are CC(=O)O, O=S(=O)(c1cccc(CCCCOCCCCCCNCC(O)c2ccc3c(n2)COC(c2ccccc2)O3)c1)C1CCCC1, O. The product is O=S(=O)(c1cccc(CCCCOCCCCCCNCC(O)c2ccc(O)c(CO)n2)c1)C1CCCC1. RXN SMILES: [CH3:47][C:48](=[O:49])[OH:50].[CH:1]1([S:6](=[O:7])(=[O:8])[c:9]2[cH:10][c:11]([CH2:15][CH2:16][CH2:17][CH2:18][O:19][CH2:20][CH2:21][CH2:22][CH2:23][CH2:24][CH2:25][NH:26][CH2:27][CH:28]([OH:29])[c:30]3[cH:31][cH:32][c:33]4[c:34]([n:35]3)[CH2:36][O:37][CH:38]([c:40]3[cH:41][cH:42][cH:43][cH:44][cH:45]3)[O:39]4)[cH:12][cH:13][cH:14]2)[CH2:2][CH2:3][CH2:4][CH2:5]1.[OH2:46]>>[CH:1]1([S:6](=[O:7])(=[O:8])[c:9]2[cH:10][c:11]([CH2:15][CH2:16][CH2:17][CH2:18][O:19][CH2:20][CH2:21][CH2:22][CH2:23][CH2:24][CH2:25][NH:26][CH2:27][CH:28]([OH:29])[c:30]3[cH:31][cH:32][c:33]([OH:39])[c:34]([CH2:36][OH:37])[n:35]3)[cH:12][cH:13][cH:14]2)[CH2:2][CH2:3][CH2:4][CH2:5]1. The product is NC=1N(N=C(C(N1)=O)C(C)NC(C(C)C)=O)CC1=CC=CC=C1.NC=1NN2C(C(N1)=O)=C(N=C2C(C)C)C (2-Amino-7-isopropyl-5-methylimidazo[5,1-f]-as-triazin-4-one N-[1-(3-Amino-2-benzyl-2,5-dihydro-5-oxo-as-triazin-6-yl) ethyl]isobutyramide). RXN SMILES: [NH2:1][C:2]1[N:3]([CH2:18][C:19]2[CH:24]=[CH:23][CH:22]=[CH:21][CH:20]=2)[N:4]=[C:5]([CH:9]([NH:11][C:12](=[O:17])[CH2:13][CH:14](C)C)[CH3:10])[C:6](=[O:8])[N:7]=1.[NH2:25][C:26]1[NH:27][N:28]([CH2:36][C:37]2[CH:42]=CC=C[CH:38]=2)[CH:29]([CH:33]([NH2:35])[CH3:34])[C:30](=[O:32])[N:31]=1.C(OC(=O)CC(C)C)(=O)CC(C)C>>[NH2:1][C:2]1[N:3]([CH2:18][C:19]2[CH:20]=[CH:21][CH:22]=[CH:23][CH:24]=2)[N:4]=[C:5]([CH:9]([NH:11][C:12](=[O:17])[CH:13]([CH3:14])[CH3:26])[CH3:10])[C:6](=[O:8])[N:7]=1.[NH2:25][C:26]1[NH:27][N:28]2[C:36]([CH:37]([CH3:42])[CH3:38])=[N:35][C:33]([CH3:34])=[C:29]2[C:30](=[O:32])[N:31]=1 |f:3.4|. Starting materials: NC=1N(N=C(C(N1)=O)C(C)NC(CC(C)C)=O)CC1=CC=CC=C1 (N-[1-(3-Amino-2-benzyl-2,5-dihydro-5-oxo-as-triazin-6-yl)ethyl]isovaleramide), NC=1NN(C(C(N1)=O)C(C)N)CC1=CC=CC=C1 (3-amino-1-benzyl-6(1-aminoethyl)-as-triazin-5-one), C(CC(C)C)(=O)OC(CC(C)C)=O (isovaleric anhydride). Procedure: In a similar way N-[1-(3-Amino-2-benzyl-2,5-dihydro-5-oxo-as-triazin-6-yl)ethyl]isovaleramide m.p. 149.5° was prepared from 3-amino-1-benzyl-6(1-aminoethyl)-as-triazin-5-one and isovaleric anhydride.